This data is from the Open Reaction Database (ORD), a public repository of structured organic reaction records. The task is: describe an organic reaction: reactants, conditions, products, and yield The reactants are CCCCCCCCCCc1cnc(-c2ccc(O)cc2)nc1, CCCCCCC(F)C(=O)O, [H-], [Na+], O=S(Cl)Cl, c1ccccc1. The product is CCCCCCCCCCc1cnc(-c2ccc(OC(=O)C(F)CCCCCC)cc2)nc1. Reaction SMILES: [CH2:16]([CH2:17][CH2:18][CH2:19][CH2:20][CH2:21][CH2:22][CH2:23][CH2:24][CH3:25])[c:26]1[cH:27][n:28][c:29](-[c:32]2[cH:33][cH:34][c:35]([OH:38])[cH:36][cH:37]2)[n:30][cH:31]1.[F:1][CH:2]([C:3](=[O:4])[OH:5])[CH2:6][CH2:7][CH2:8][CH2:9][CH2:10][CH3:11].[H-:39].[Na+:40].[S:12]([Cl:13])([Cl:14])=[O:15].[cH:41]1[cH:42][cH:43][cH:44][cH:45][cH:46]1>>[F:1][CH:2]([C:3]([O:4][c:35]1[cH:34][cH:33][c:32](-[c:29]2[n:28][cH:27][c:26]([CH2:16][CH2:17][CH2:18][CH2:19][CH2:20][CH2:21][CH2:22][CH2:23][CH2:24][CH3:25])[cH:31][n:30]2)[cH:37][cH:36]1)=[O:5])[CH2:6][CH2:7][CH2:8][CH2:9][CH2:10][CH3:11].